From a dataset of the Open Reaction Database (ORD), a public repository of structured organic reaction records. describe an organic reaction: reactants, conditions, products, and yield Reactants: C1CCOC1, CO, [H][H], CC(C)(C)C(=O)N(C(=O)C(C)(C)C)c1nccc2cc([N+](=O)[O-])ccc12. Yields the product CC(C)(C)C(=O)N(C(=O)C(C)(C)C)c1nccc2cc(N)ccc12. As a reaction SMILES: [CH2:31]1[O:32][CH2:33][CH2:34][CH2:35]1.[CH3:29][OH:30].[H:27][H:28].[N+:1]([O-:2])(=[O:3])[c:4]1[cH:5][c:6]2[cH:7][cH:8][n:9][c:10]([N:14]([C:15](=[O:16])[C:17]([CH3:18])([CH3:19])[CH3:20])[C:21](=[O:22])[C:23]([CH3:24])([CH3:25])[CH3:26])[c:11]2[cH:12][cH:13]1>>[NH2:1][c:4]1[cH:5][c:6]2[cH:7][cH:8][n:9][c:10]([N:14]([C:15](=[O:16])[C:17]([CH3:18])([CH3:19])[CH3:20])[C:21](=[O:22])[C:23]([CH3:24])([CH3:25])[CH3:26])[c:11]2[cH:12][cH:13]1. Starting materials: ClC(Cl)Cl, O=C(O)C(F)(F)F, CC(C)(C)OC(=O)NC1(c2ccc(-c3nc4ccn5c(N)nnc5c4cc3-c3ccccc3)cc2)CC(F)(F)C1. Yields the product Nc1nnc2c3cc(-c4ccccc4)c(-c4ccc(C5(N)CC(F)(F)C5)cc4)nc3ccn12. As a reaction SMILES: [Cl:48][CH:49]([Cl:50])[Cl:51].[F:41][C:42]([F:43])([F:44])[C:45]([OH:46])=[O:47].[NH2:1][c:2]1[n:3][n:4][c:5]2[c:6]3[cH:7][c:8](-[c:35]4[cH:36][cH:37][cH:38][cH:39][cH:40]4)[c:9](-[c:15]4[cH:16][cH:17][c:18]([C:21]5([NH:27][C:28](=[O:29])[O:30][C:31]([CH3:32])([CH3:33])[CH3:34])[CH2:22][C:23]([F:25])([F:26])[CH2:24]5)[cH:19][cH:20]4)[n:10][c:11]3[cH:12][cH:13][n:14]12>>[NH2:1][c:2]1[n:3][n:4][c:5]2[c:6]3[cH:7][c:8](-[c:35]4[cH:36][cH:37][cH:38][cH:39][cH:40]4)[c:9](-[c:15]4[cH:16][cH:17][c:18]([C:21]5([NH2:27])[CH2:22][C:23]([F:25])([F:26])[CH2:24]5)[cH:19][cH:20]4)[n:10][c:11]3[cH:12][cH:13][n:14]12. Starting materials: OC1=CC=C(C(=O)OC)C=C1 (methyl 4-hydroxybenzoate), C([O-])([O-])=O.[K+].[K+] (potassium carbonate), BrCCCCCCCBr (1,7-dibromoheptane). The solvent is CC(=O)C (acetone), CC(=O)C (acetone). The product is BrCCCCCCCOC1=CC=C(C(=O)OC)C=C1 (methyl 4-(7-bromo-n-heptyloxy]benzoate). Yield: 69.9%. Reaction SMILES: [OH:1][C:2]1[CH:11]=[CH:10][C:5]([C:6]([O:8][CH3:9])=[O:7])=[CH:4][CH:3]=1.C(=O)([O-])[O-].[K+].[K+].[Br:18][CH2:19][CH2:20][CH2:21][CH2:22][CH2:23][CH2:24][CH2:25]Br>CC(C)=O>[Br:18][CH2:19][CH2:20][CH2:21][CH2:22][CH2:23][CH2:24][CH2:25][O:1][C:2]1[CH:3]=[CH:4][C:5]([C:6]([O:8][CH3:9])=[O:7])=[CH:10][CH:11]=1 |f:1.2.3|. Procedure: To a mixture of methyl 4-hydroxybenzoate (1.52 g) and potassium carbonate (0.76 g) in acetone (30 ml) was added dropwise a solution of 1,7-dibromoheptane (3.1 g) in acetone (10 ml) at room temperature with stirring. The mixture was stirred at room temperature for 2.5 hours, and then refluxed for overnight with stirring. The reaction mixture was filtered under reduced pressure and the filtrate was concentrated under reduced pressure to give an oily solid. The oily solid was subjected to column ch... The reactants are CN(C1=CC=C(C=O)C=C1)C (p-dimethylaminobenzaldehyde), C(C)(=O)C1=CC=CC=C1 (acetophenone), C(C)(=O)[O-].[NH4+] (ammonium acetate). Run in C(C)(=O)O (acetic acid). Yields the product C1(=CC=CC=C1)C1=NC(=CC(=C1)C1=CC=C(C=C1)N(C)C)C1=CC=CC=C1 (2,6-diphenyl-4-(4'-dimethylaminophenyl)-pyridine). As a reaction SMILES: [CH3:1][N:2]([CH3:11])[C:3]1[CH:10]=[CH:9][C:6]([CH:7]=O)=[CH:5][CH:4]=1.[C:12]([C:15]1[CH:20]=[CH:19][CH:18]=[CH:17][CH:16]=1)(=O)[CH3:13].[C:21]([O-])(=O)[CH3:22].[NH4+:25]>C(O)(=O)C>[C:3]1([C:21]2[CH:22]=[C:7]([C:6]3[CH:9]=[CH:10][C:3]([N:2]([CH3:11])[CH3:1])=[CH:4][CH:5]=3)[CH:13]=[C:12]([C:15]3[CH:20]=[CH:19][CH:18]=[CH:17][CH:16]=3)[N:25]=2)[CH:10]=[CH:9][CH:6]=[CH:5][CH:4]=1 |f:2.3|. Procedure details: 75 parts of p-dimethylaminobenzaldehyde and 125 parts of acetophenone together with 500 parts of ammonium acetate are heated in 1,000 parts of glacial acetic acid for four hours under reflux. The precipitate deposited after standing for twelve hours at room temperature is suction filtered and recrystallized from 500 parts of ethanol. 57 parts of a pale yellow compound (2,6-diphenyl-4-(4'-dimethylaminophenyl)-pyridine) is obtained which has a melting point of 128° to 129° C.